From a dataset of the Open Reaction Database (ORD), a public repository of structured organic reaction records. describe an organic reaction: reactants, conditions, products, and yield The reactants are CCOC(=O)C(=O)OCC, CC[O-], CCO, [Na+], O, Cc1ccc(S(=O)(=O)Nc2ccc3c(c2)C(=O)CC3)cc1. Yields the product CCOC(=O)C(=O)C1Cc2ccc(NS(=O)(=O)c3ccc(C)cc3)cc2C1=O. RXN SMILES: [C:22]([C:23](=[O:24])[O:25][CH2:26][CH3:27])(=[O:28])[O:29][CH2:30][CH3:31].[CH3:33][CH2:34][O-:35].[CH3:36][CH2:37][OH:38].[Na+:32].[OH2:39].[S:1](=[O:2])(=[O:3])([c:4]1[cH:5][cH:6][c:7]([CH3:8])[cH:9][cH:10]1)[NH:11][c:12]1[cH:13][cH:14][c:15]2[c:19]([cH:20]1)[C:18](=[O:21])[CH2:17][CH2:16]2>>[S:1](=[O:2])(=[O:3])([c:4]1[cH:5][cH:6][c:7]([CH3:8])[cH:9][cH:10]1)[NH:11][c:12]1[cH:13][cH:14][c:15]2[c:19]([cH:20]1)[C:18](=[O:21])[CH:17]([C:22]([C:23](=[O:24])[O:25][CH2:26][CH3:27])=[O:28])[CH2:16]2.